Dataset: the Open Reaction Database (ORD), a public repository of structured organic reaction records. Task: describe an organic reaction: reactants, conditions, products, and yield Reagents/catalysts: [Ni] (Raney-nickel). Reported procedure: 4-(5-Nitro-1-benzofuran-7-yl)pyridine (125 mg, 0.520 mmol; Intermediate 11) was dissolved in 1,4-dioxane (15 mL). After addition of ethanol (20 mL), Raney-nickel (slurry in ethanol; 2 mL) and hydrazine hydrate (4 mL) were added and the mixture was left stirring at room temperature overnight. The product was used directly in the subsequent reaction after filtration through Celite and evaporation of solvent. RXN SMILES: [N+:1]([C:4]1[CH:5]=[C:6]([C:13]2[CH:18]=[CH:17][N:16]=[CH:15][CH:14]=2)[C:7]2[O:11][CH:10]=[CH:9][C:8]=2[CH:12]=1)([O-])=O.C(O)C.O.NN>O1CCOCC1.[Ni]>[NH2:1][C:4]1[CH:5]=[C:6]([C:13]2[CH:18]=[CH:17][N:16]=[CH:15][CH:14]=2)[C:7]2[O:11][CH:10]=[CH:9][C:8]=2[CH:12]=1 |f:2.3|. Run in O1CCOCC1 (1,4-dioxane). Yields the product NC=1C=C(C2=C(C=CO2)C1)C1=CC=NC=C1 (4-(5-Amino-1-benzofuran-7-yl)pyridine). Conditions: time 8 hour. Reactants: [N+](=O)([O-])C=1C=C(C2=C(C=CO2)C1)C1=CC=NC=C1 (4-(5-Nitro-1-benzofuran-7-yl)pyridine), [N+](=O)([O-])C=1C=C(C2=C(C=CO2)C1)C1=CC=NC=C1 (4-(5-Nitro-1-benzofuran-7-yl)pyridine), C(C)O (ethanol), O.NN (hydrazine hydrate).